Dataset: the Open Reaction Database (ORD), a public repository of structured organic reaction records. Task: describe an organic reaction: reactants, conditions, products, and yield The reactants are C(C1=CC=CC=C1)#N (Benzonitrile), FC(S(=O)(=O)O)(F)F (trifluoromethanesulfonic acid). The solvent is C(C)O (ethanol). Run at temperature 25 celsius. Product: C1(=CC=CC=C1)C1=NC(=NC(=N1)C1=CC=CC=C1)C1=CC=CC=C1 (2,4,6-triphenyl-s-triazine). The yield is 66.5%. RXN SMILES: [C:1](#[N:8])[C:2]1[CH:7]=[CH:6][CH:5]=[CH:4][CH:3]=1.FC(F)(F)S(O)(=O)=O>C(O)C>[C:2]1([C:1]2[N:8]=[C:1]([C:2]3[CH:7]=[CH:6][CH:5]=[CH:4][CH:3]=3)[N:8]=[C:1]([C:2]3[CH:7]=[CH:6][CH:5]=[CH:4][CH:3]=3)[N:8]=2)[CH:7]=[CH:6][CH:5]=[CH:4][CH:3]=1. Procedure details: Benzonitrile (5.2 g, 0.05 mol) was added dropwise over a period of 100 sec to 20 ml (34 g, 0.23 mol) of stirred trifluoromethanesulfonic acid with the temperature being allowed to rise as high as 91°C. When the reaction mixture cooled to 25°C, the yellow solution was poured into 100 ml cold ethanol. The yellow color disappeared and a white flocculent precipitate formed. Recrystallization of this precipitate from 150 ml chloroform afforded 3.43 g (66 percent yield) of 2,4,6-triphenyl-s-triazine (... The reactants are C1(CCCCC1)NC (N-cyclohexyl-N-methylamine), C(CCCC)N1C(OC(C2=C1C=CC=C2)=O)=O (1-Pentyl-1H-benzo[d][1,3]oxazine-2,4-dione). The product is C1(CCCCC1)N(C(C1=C(C=CC=C1)NCCCCC)=O)C (N-Cyclohexyl-N-methyl-2-pentylaminobenzamide). The yield is 67.0%. As a reaction SMILES: [CH:1]1([NH:7][CH3:8])[CH2:6][CH2:5][CH2:4][CH2:3][CH2:2]1.[CH2:9]([N:14]1[C:19]2[CH:20]=[CH:21][CH:22]=[CH:23][C:18]=2[C:17](=[O:24])OC1=O)[CH2:10][CH2:11][CH2:12][CH3:13]>>[CH:1]1([N:7]([CH3:8])[C:17](=[O:24])[C:18]2[CH:23]=[CH:22][CH:21]=[CH:20][C:19]=2[NH:14][CH2:9][CH2:10][CH2:11][CH2:12][CH3:13])[CH2:6][CH2:5][CH2:4][CH2:3][CH2:2]1. Reported procedure: The title compound (1 g, 67%) was obtained as a yellow solid from N-cyclohexyl-N-methylamine and 1-Pentyl-1H-benzo[d][1,3]oxazine-2,4-dione following the same procedure as described in Preparation 7. The reactants are BrC=1C=C2C(=CC=NC2=CC1)Cl (6-bromo-4-chloroquinoline), [O-]CC.[Na+] (sodium ethoxide). The solvent is C([O-])(O)=O.[Na+] (sodium bicarbonate), C(C)O (ethanol). Conditions: temperature 120 celsius. Product: BrC=1C=C2C(=CC=NC2=CC1)OCC (6-bromo-4-ethoxy-quinoline). Yield: 90.2%. RXN SMILES: [Br:1][C:2]1[CH:3]=[C:4]2[C:9](=[CH:10][CH:11]=1)[N:8]=[CH:7][CH:6]=[C:5]2Cl.[O-:13][CH2:14][CH3:15].[Na+]>C(O)C.C(=O)(O)[O-].[Na+]>[Br:1][C:2]1[CH:3]=[C:4]2[C:9](=[CH:10][CH:11]=1)[N:8]=[CH:7][CH:6]=[C:5]2[O:13][CH2:14][CH3:15] |f:1.2,4.5|. Reported procedure: To a solution of 6-bromo-4-chloroquinoline (17 g, 70.10 mmol) in ethanol (400 mL) was added sodium ethoxide (23.85 g, 350.5 mmol) at room temperature. Then, the reaction mixture was heated to 120° C. for 15 h in a sealed reaction flask. After cooling to room temperature, the ethanol was removed under the vacuum and the residue was diluted with water. The aqueous suspension was neutralized with 3.0N hydrochloric acid until the precipitate formed and later it was diluted with saturated sodium bica... The reactants are FC(S(=O)(=O)OC1=C(C=C(C=C1Cl)C)Cl)(F)F (2,6-Dichloro-4-methylphenyl Trifluoromethanesulfonate), CN(C)C=O (DMF), CCOC(=O)C (EtOAc). The reagents and catalysts are [C-]#N.[C-]#N.[Zn+2] (Zn(CN)2), C=1C=CC(=CC1)[P](C=2C=CC=CC2)(C=3C=CC=CC3)[Pd]([P](C=4C=CC=CC4)(C=5C=CC=CC5)C=6C=CC=CC6)([P](C=7C=CC=CC7)(C=8C=CC=CC8)C=9C=CC=CC9)[P](C=1C=CC=CC1)(C=1C=CC=CC1)C=1C=CC=CC1 (Pd(PPh3)4), [C-]#N.[C-]#N.[Zn+2] (Zn(CN)2), C=1C=CC(=CC1)[P](C=2C=CC=CC2)(C=3C=CC=CC3)[Pd]([P](C=4C=CC=CC4)(C=5C=CC=CC5)C=6C=CC=CC6)([P](C=7C=CC=CC7)(C=8C=CC=CC8)C=9C=CC=CC9)[P](C=1C=CC=CC1)(C=1C=CC=CC1)C=1C=CC=CC1 (Pd(PPh3)4). Run at temperature 80 celsius, time 3 day. Product: ClC1=C(C(=CC(=C1)C#N)Cl)C (2,6-Dichloro-p-tolunitrile). Reaction SMILES: FC(F)(F)S(OC1[C:12]([Cl:13])=[CH:11][C:10]([CH3:14])=[CH:9][C:8]=1[Cl:15])(=O)=O.CCO[C:21]([CH3:23])=O.C[N:25](C=O)C>[C-]#N.[C-]#N.[Zn+2].C1C=CC([P]([Pd]([P](C2C=CC=CC=2)(C2C=CC=CC=2)C2C=CC=CC=2)([P](C2C=CC=CC=2)(C2C=CC=CC=2)C2C=CC=CC=2)[P](C2C=CC=CC=2)(C2C=CC=CC=2)C2C=CC=CC=2)(C2C=CC=CC=2)C2C=CC=CC=2)=CC=1>[Cl:13][C:12]1[CH:11]=[C:10]([C:14]#[N:25])[CH:9]=[C:8]([Cl:15])[C:21]=1[CH3:23] |f:3.4.5,^1:37,39,58,77|. Reported procedure: To a degassed solution of the triflate from Step A (40.92 g, 132.8 mmol) in 250 mL of DMF was added Zn(CN)2 (15.6 g, 132.8 mmol) and Pd(PPh3)4 (7.67 g, 6.64 mmol). The reaction was stirred at 80° C. for three days. Another portion of Zn(CN)2 (10 g) and Pd(PPh3)4 (5 g) was added the reaction was stirred at 80° C. for 24 hours, then cooled to room temperature. The solution was poured into EtOAc, washed with water, sat. aq. NaHCO3, and brine, then dried (Na2SO4), filtered, and concentrated in vacuo... The reactants are CC(C)(C)OC(=O)N1CCOCC1C(=O)O (Boc-Morph-OH), [Br]C1=CC=C(C(C)=O)C=C1 (1-acetyl-4-bromobenzene). Reagents/catalysts: [Cs+].[Cs+].[O-]C([O-])=O (CsCO3), CC(C)(C)C1=CC(=NC=C1)C2=NC=CC(=C2)C(C)(C)C (4,4-di-tert-butyl-2,2-bipyridyl), COCCOC.Cl[Ni]Cl (NiCl2-glyme), CC(C)(C)C1=CC2=N(->[Ir+]34(<-N5=CC(C(F)(F)F)=CC=C5C5=C(F)C=C(F)C=C53)(<-N3=CC(C(F)(F)F)=CC=C3C3=C(F)C=C(F)C=C34)<-N3=C2C=C(C(C)(C)C)C=C3)C=C1.F[P-](F)(F)(F)(F)F (Ir[dF(CF3)ppy]2(dtbbpy)PF6). The solvent is CN(C)C=O (DMF). Reaction conditions: temperature 23 celsius, time 72 hour. Yields the product CC(=O)C1=CC=C(C2COCCN2C(=O)OC(C)(C)C)C=C1. Isolated yield 61.0%. Procedure: Prior to irradiation, the reaction mixture was degassed by bubbling argon for 20 minutes The reactants are 15.5, [Br-].NC1=CC=[N+](C=C1)C(C1=CC=CC=C1)C1=CC=CC=C1 (4-amino-1-(diphenylmethyl)-pyridinium bromide), [H][H] (hydrogen). The reagents and catalysts are [Pt](=O)=O (platinum dioxide). The solvent is CO (methanol). The product is C1(=CC=CC=C1)C(N1CCC(CC1)N)C1=CC=CC=C1 (1-(diphenylmethyl)-4-piperidinamine). RXN SMILES: [Br-].[NH2:2][C:3]1[CH:8]=[CH:7][N+:6]([CH:9]([C:16]2[CH:21]=[CH:20][CH:19]=[CH:18][CH:17]=2)[C:10]2[CH:15]=[CH:14][CH:13]=[CH:12][CH:11]=2)=[CH:5][CH:4]=1.[H][H]>[Pt](=O)=O.CO>[C:16]1([CH:9]([C:10]2[CH:11]=[CH:12][CH:13]=[CH:14][CH:15]=2)[N:6]2[CH2:7][CH2:8][CH:3]([NH2:2])[CH2:4][CH2:5]2)[CH:17]=[CH:18][CH:19]=[CH:20][CH:21]=1 |f:0.1|. Procedure: To a solution of 15.5 parts of 4-amino-1-(diphenylmethyl)-pyridinium bromide in 600 parts by volume of methanol is added 1.6 part of platinum dioxide catalyst and the resulting mixture is shaken with hydrogen at 60 psi pressure and room temperature for forty-two hours. The catalyst is then removed by filtration and the filtrate evaporated to dryness in vacuo. The residue is suspended in 200 parts by volume of 10% sodium carbonate solution and extracted with three 200 parts by volume portions of ... The reactants are solution, Cl (hydrogen chloride), O[C@@H]1C[C@H](N(C1)C)CCOC1=C(C=CC=C1)CCC1=CC(=CC=C1)OC ((2R,4R)-4-hydroxy-2-(2-{2-[2-(3-methoxyphenyl)ethyl]phenoxy}ethyl)-1-methylpyrrolidine). Run in O1CCOCC1 (dioxane), O1CCOCC1 (dioxane). The product is Cl.O[C@@H]1C[C@H](N(C1)C)CCOC1=C(C=CC=C1)CCC1=CC(=CC=C1)OC ((2R,4R)-4-Hydroxy-2-(2-{2-[2-(3-methoxyphenyl)ethyl]phenoxy}ethyl)-1-methylpyrrolidine hydrochloride). The yield is 73.0%. RXN SMILES: [OH:1][C@H:2]1[CH2:6][N:5]([CH3:7])[C@H:4]([CH2:8][CH2:9][O:10][C:11]2[CH:16]=[CH:15][CH:14]=[CH:13][C:12]=2[CH2:17][CH2:18][C:19]2[CH:24]=[CH:23][CH:22]=[C:21]([O:25][CH3:26])[CH:20]=2)[CH2:3]1.[ClH:27]>O1CCOCC1>[ClH:27].[OH:1][C@H:2]1[CH2:6][N:5]([CH3:7])[C@H:4]([CH2:8][CH2:9][O:10][C:11]2[CH:16]=[CH:15][CH:14]=[CH:13][C:12]=2[CH2:17][CH2:18][C:19]2[CH:24]=[CH:23][CH:22]=[C:21]([O:25][CH3:26])[CH:20]=2)[CH2:3]1 |f:3.4|. Reported procedure: 0.520 g of (2R,4R)-4-hydroxy-2-(2-{2-[2-(3-methoxyphenyl)ethyl]phenoxy}ethyl)-1-methylpyrrolidine [prepared as described in step (c) above] was dissolved in 5 ml of dioxane, and 1.1 ml of a 4N solution of hydrogen chloride in dioxane was added to the solution, which was then concentrated by distillation under reduced pressure. The resulting oil was dissolved in 2 ml of methylene chloride, and 40 ml of ethyl acetate were added to the solution, which was then allowed to stand at room temperature. ... The reactants are C(C)C1=CC(=C(C=C1)C#N)[N+](=O)[O-] (4-ethyl-2-nitrobenzenecarbonitrile), C(C)O (ethanol), OO (hydrogen peroxide), [OH-].[Na+] (sodium hydroxide). Solvent: O (water). Reaction conditions: time 1 hour. Product: C(C)C1=CC(=C(C(=O)N)C=C1)[N+](=O)[O-] (4-ethyl-2-nitrobenzamide). The yield is 60.9%. RXN SMILES: [CH2:1]([C:3]1[CH:8]=[CH:7][C:6]([C:9]#[N:10])=[C:5]([N+:11]([O-:13])=[O:12])[CH:4]=1)[CH3:2].C([OH:16])C.OO.[OH-].[Na+]>O>[CH2:1]([C:3]1[CH:8]=[CH:7][C:6]([C:9]([NH2:10])=[O:16])=[C:5]([N+:11]([O-:13])=[O:12])[CH:4]=1)[CH3:2] |f:3.4|. Procedure: A mixture of 2 parts of 4-ethyl-2-nitrobenzenecarbonitrile, 31.6 parts of ethanol, 27.8 parts of hydrogen peroxide (30%) and 1.7 ml of sodium hydroxide 6N was stirred for 1 hour at room temperature. The reaction mixture was diluted with water and the product was extracted with dichloromethane (3×). The combined extracts were washed with water, dried, filtered and evaporated. The residue was crystallized from 2,2'-oxybispropane. The product was filtered off and dried, yielding 1.3 parts (60.9%) o... Starting materials: ClC=1C=C(C=CC1Cl)[C@@H]([C@@H](C(=O)N1C(OC[C@@H]1CC1=CC=CC=C1)=O)N=[N+]=[N-])CC=C (3-(3(S)-(3,4-dichlorophenyl)-2(S)-azido-1-oxo-5-hexenyl)-4(S)-benzyl-2-oxazolidinone), C1CCOC1 (THF), [Li+].[BH4-] (LiBH4). Run in CO (MeOH). Conditions: time 2 hour. Product: N(=[N+]=[N-])[C@H](CO)[C@@H](CC=C)C1=CC(=C(C=C1)Cl)Cl (2(S)-Azido-3(S)-(3,4-dichlorophenyl)-5-hexen-1-ol). Isolated yield 81.4%. As a reaction SMILES: [Cl:1][C:2]1[CH:3]=[C:4]([C@H:9]([CH2:29][CH:30]=[CH2:31])[C@H:10]([N:26]=[N+:27]=[N-:28])[C:11](N2[C@@H](CC3C=CC=CC=3)COC2=O)=[O:12])[CH:5]=[CH:6][C:7]=1[Cl:8].C1COCC1.[Li+].[BH4-]>CO>[N:26]([C@@H:10]([C@H:9]([C:4]1[CH:5]=[CH:6][C:7]([Cl:8])=[C:2]([Cl:1])[CH:3]=1)[CH2:29][CH:30]=[CH2:31])[CH2:11][OH:12])=[N+:27]=[N-:28] |f:2.3|. Procedure details: To a solution of 3-(3(S)-(3,4-dichlorophenyl)-2(S)-azido-1-oxo-5-hexenyl)-4(S)-benzyl-2-oxazolidinone (890 mg, 1.94 mmol) and THF (25 mL) at 0° C. was added MeOH (126 mL, 3.1 mmoL), followed by LiBH4 (68 mg, 3.1 mmol). The mixture was allowed to stir for 2 h, and was then quenched by addition of sat. aq. Rochelle salts (50 mL) and was allowed to warm to room temp and stirred vigorously for 2 h. The mixture was diluted with H2O (150 mL) and extracted with CH2Cl2 (3×100 mL). The combined organic e...